From a dataset of the Open Reaction Database (ORD), a public repository of structured organic reaction records. describe an organic reaction: reactants, conditions, products, and yield Starting materials: CC(C)(C)O (2-methyl-2-propanol), ClC=1C=C(C=CC1)O (3-chlorophenol). The solvent is CCCCCC (hexane), CCCCCC (hexane), P(O)(O)(O)=O (phosphoric acid). Yields the product ClC=1C=C(C=CC1C(C)(C)C)O (3-chloro-4-(1,1-dimethylethyl)phenol). The yield is 0.6%. Reaction SMILES: [Cl:1][C:2]1[CH:3]=[C:4]([OH:8])[CH:5]=[CH:6][CH:7]=1.[CH3:9][C:10](O)([CH3:12])[CH3:11]>CCCCCC.P(=O)(O)(O)O>[Cl:1][C:2]1[CH:3]=[C:4]([OH:8])[CH:5]=[CH:6][C:7]=1[C:10]([CH3:12])([CH3:11])[CH3:9]. Procedure: A mixture of 50 g (0.39 mol) of 3-chlorophenol in 250 ml of hexane and 125 ml of 85% phosphoric acid was heated to reflux. A solution of 43.2 g (0.584 mol) of 2-methyl-2-propanol in 25 ml of hexane was added over 1.5 hours. After addition, the reaction mixture was refluxed for 4 hours. The organic phase was separated and extracted four times with 30 ml of lN sodium hydroxide solution. The combined aqueous fractions were made acidic and extracted with methylene chloride. The organic phase was dri... Reactants: CO, O=C(O)c1c[nH]c2cc(Cl)ccc12, O=S(=O)(O)O. Product: COC(=O)c1c[nH]c2cc(Cl)ccc12. RXN SMILES: [CH3:19][OH:20].[Cl:1][c:2]1[cH:3][cH:4][c:5]2[c:6]([C:11](=[O:12])[OH:13])[cH:7][nH:8][c:9]2[cH:10]1.[S:14](=[O:15])(=[O:16])([OH:17])[OH:18]>>[Cl:1][c:2]1[cH:3][cH:4][c:5]2[c:6]([C:11]([O:12][CH3:19])=[O:13])[cH:7][nH:8][c:9]2[cH:10]1. The reactants are Cl.N[C@H]1CN(CC1)CC(O)C1=CC=C(C=N1)C#N (6-{2-[(3R)-3-aminopyrrolidin-1-yl]-1-hydroxyethyl}pyridine-3-carbonitrile hydrochloride), Cl.N[C@H]1CN(CC1)CC(O)C1=CC=C(C=N1)C#N (6-{2-[(3R)-3-aminopyrrolidin-1-yl]-1-hydroxyethyl}pyridine-3-carbonitrile hydrochloride), CC1=C(C=CC=2C(OCC21)=O)[C@H]2OC2 (4-Methyl-5-[(2R)-oxiran-2-yl]-2-benzofuran-1(3H)-one), CC1=C(C=CC=2C(OCC21)=O)[C@H]2OC2 (4-Methyl-5-[(2R)-oxiran-2-yl]-2-benzofuran-1(3H)-one). Product: OC(CN1C[C@@H](CC1)NC[C@@H](C=1C(=C2COC(C2=CC1)=O)C)O)C1=NC=C(C#N)C=C1 (6-(1-Hydroxy-2-((R)-3-((R)-2-hydroxy-2-(4-methyl-1-oxo-1,3-dihydroisobenzofuran-5-yl)ethylamino)pyrrolidin-1-yl)ethyl)nicotinonitrile). Reaction SMILES: Cl.[NH2:2][C@@H:3]1[CH2:7][CH2:6][N:5]([CH2:8][CH:9]([C:11]2[N:16]=[CH:15][C:14]([C:17]#[N:18])=[CH:13][CH:12]=2)[OH:10])[CH2:4]1.[CH3:19][C:20]1[C:28]2[CH2:27][O:26][C:25](=[O:29])[C:24]=2[CH:23]=[CH:22][C:21]=1[C@@H:30]1[CH2:32][O:31]1>>[OH:10][CH:9]([C:11]1[CH:12]=[CH:13][C:14]([C:17]#[N:18])=[CH:15][N:16]=1)[CH2:8][N:5]1[CH2:6][CH2:7][C@@H:3]([NH:2][CH2:32][C@H:30]([OH:31])[C:21]2[C:20]([CH3:19])=[C:28]3[C:24](=[CH:23][CH:22]=2)[C:25](=[O:29])[O:26][CH2:27]3)[CH2:4]1 |f:0.1|. Reported procedure: 6-(1-Hydroxy-2-((R)-3-((R)-2-hydroxy-2-(4-methyl-1-oxo-1,3-dihydroisobenzofuran-5-yl)ethylamino)pyrrolidin-1-yl)ethyl)nicotinonitrile was prepared in a similar fashion to that described for the synthesis of EXAMPLE 1 starting from 6-{2-[(3R)-3-aminopyrrolidin-1-yl]-1-hydroxyethyl}pyridine-3-carbonitrile hydrochloride [INTERMEDIATE 11] and 4-methyl-5-[(2R)-oxiran-2-yl]-2-benzofuran-1(3H)-one [INTERMEDIATE 2B]. Starting materials: Cl (hydrochloric acid), CO (methanol), N1=C(C=CC=C1)C=1SC=C(N1)C(=O)OCC (ethyl 2-(2-pyridinyl)-4-thiazole-carboxylate), [BH4-].[Na+] (sodium borohydride). The solvent is O1CCCC1 (tetrahydrofuran), O (water). The product is N1=C(C=CC=C1)C=1SC=C(N1)CO (2-(2-pyridinyl)-4-thiazole-methanol). The yield is 76.0%. RXN SMILES: CO.[N:3]1[CH:8]=[CH:7][CH:6]=[CH:5][C:4]=1[C:9]1[S:10][CH:11]=[C:12]([C:14](OCC)=[O:15])[N:13]=1.[BH4-].[Na+].Cl>O1CCCC1.O>[N:3]1[CH:8]=[CH:7][CH:6]=[CH:5][C:4]=1[C:9]1[S:10][CH:11]=[C:12]([CH2:14][OH:15])[N:13]=1 |f:2.3|. Procedure details: 40 ml of methanol were added slowly to a mixture of 9.3 g of the ester of Stage C and 4.1 g of sodium borohydride in 100 ml of tetrahydrofuran and the mixture was refluxed for 2 hours. The reaction medium was allowed to return to ambient temperature and was poured into water and neutralized using N hydrochloric acid. Extraction was carried out with dichloromethane and the organic phase was dried. The solvent was evaporated under reduced pressure and the residue was chromatographed on silica (elu... Starting materials: CC(C)N=C=NC(C)C, Cl, Oc1c(F)c(F)c(F)c(F)c1F, O=C(O)c1ccc(I)cc1, CN(C)C=O, CN(C)C=O, O, O, NC1C(O)OC(CO)C(O)C1O. Yields the product NC1C(OC(=O)c2ccc(I)cc2)OC(CO)C(O)C1O. As a reaction SMILES: [CH:23]([N:24]=[C:25]=[N:26][CH:27]([CH3:28])[CH3:29])([CH3:30])[CH3:31].[ClH:32].[F:11][c:12]1[c:13]([OH:14])[c:15]([F:16])[c:17]([F:18])[c:19]([F:20])[c:21]1[F:22].[I:1][c:2]1[cH:3][cH:4][c:5]([C:6](=[O:7])[OH:8])[cH:9][cH:10]1.[O:45]=[CH:46][N:47]([CH3:48])[CH3:49].[O:50]=[CH:51][N:52]([CH3:53])[CH3:54].[OH2:55].[OH2:56].[OH:33][CH:34]1[CH:35]([NH2:36])[CH:37]([OH:38])[CH:39]([OH:40])[CH:41]([CH2:43][OH:44])[O:42]1>>[I:1][c:2]1[cH:3][cH:4][c:5]([C:6](=[O:7])[O:8][CH:34]2[CH:35]([NH2:36])[CH:37]([OH:38])[CH:39]([OH:40])[CH:41]([CH2:43][OH:44])[O:42]2)[cH:9][cH:10]1.